From a dataset of the Open Reaction Database (ORD), a public repository of structured organic reaction records. describe an organic reaction: reactants, conditions, products, and yield Starting materials: BrCCCCBr, C1CCOC1, CCOC(=O)C(C)O, [H-], [Na+]. Yields the product CCOC(=O)C(C)OCCCCBr. As a reaction SMILES: [Br:9][CH2:10][CH2:11][CH2:12][CH2:13][Br:14].[CH2:17]1[O:18][CH2:19][CH2:20][CH2:21]1.[CH2:1]([CH3:2])[O:3][C:4]([CH:5]([OH:6])[CH3:7])=[O:8].[H-:16].[Na+:15]>>[CH2:1]([CH3:2])[O:3][C:4]([CH:5]([O:6][CH2:13][CH2:12][CH2:11][CH2:10][Br:9])[CH3:7])=[O:8]. Reactants: NCCCCC1=NC=CC=C1 (2-(4-aminobutyl)pyridine), CN=C=S (methyl isothiocyanate). Solvent: C(C)O (ethanol). Yields the product CNC(=S)NCCCCC1=NC=CC=C1 (N-methyl-N'-(4-(2-pyridyl)butyl)thiourea). The yield is 67.3%. Reaction SMILES: [NH2:1][CH2:2][CH2:3][CH2:4][CH2:5][C:6]1[CH:11]=[CH:10][CH:9]=[CH:8][N:7]=1.[CH3:12][N:13]=[C:14]=[S:15]>C(O)C>[CH3:12][NH:13][C:14]([NH:1][CH2:2][CH2:3][CH2:4][CH2:5][C:6]1[CH:11]=[CH:10][CH:9]=[CH:8][N:7]=1)=[S:15]. Procedure details: The reaction of 2-(4-aminobutyl)pyridine (3.0 g) and methyl isothiocyanate (1.6g) in ethanol (25 ml) for 0.5 hours followed by chromatography of the product on silica and elution with ethyl acetate affords N-methyl-N'-(4-(2-pyridyl)butyl)thiourea (3.0 g) as a colourless oil. Run at time 1 hour. Procedure: A solution of diisopropyl azodicarboxylate (12.18 g, 1.1 eq) in toluene (42 ml) was added dropwise to a stirred mixture of 1-(1,2,4-triazolo[1,5-a]pyrimidin-7-yl)ethanol (8.9 g), triphenylphosphine (14.33 g) and 4-chloro-2-nitrophenol (9.5 g, 1 eg) in toluene (140 ml) at 0-5° C. under nitrogen and the mixture stirred for 1 hour, warmed to ambient temperature and then left to stand overnight. The solvent was evaporated, and the residue dissolved in tetrahydrofuran (200 ml). Magnesium chloride (11... Solvent: C1(=CC=CC=C1)C (toluene), C1(=CC=CC=C1)C (toluene). RXN SMILES: N(C(OC(C)C)=O)=NC(OC(C)C)=O.[N:15]1[N:19]2[C:20]([CH:24]([OH:26])[CH3:25])=[CH:21][CH:22]=[N:23][C:18]2=[N:17][CH:16]=1.C1(P(C2C=CC=CC=2)C2C=CC=CC=2)C=CC=CC=1.[Cl:46][C:47]1[CH:52]=[CH:51][C:50](O)=[C:49]([N+:54]([O-:56])=[O:55])[CH:48]=1.[Cl-].[Mg+2].[Cl-]>C1(C)C=CC=CC=1>[Cl:46][C:47]1[CH:52]=[CH:51][C:50]([O:26][CH:24]([C:20]2[N:19]3[N:15]=[CH:16][N:17]=[C:18]3[N:23]=[CH:22][CH:21]=2)[CH3:25])=[C:49]([N+:54]([O-:56])=[O:55])[CH:48]=1 |f:4.5.6|. Reactants: N(=NC(=O)OC(C)C)C(=O)OC(C)C (diisopropyl azodicarboxylate), N1=CN=C2N1C(=CC=N2)C(C)O (1-(1,2,4-triazolo[1,5-a]pyrimidin-7-yl)ethanol), C1(=CC=CC=C1)P(C1=CC=CC=C1)C1=CC=CC=C1 (triphenylphosphine), ClC1=CC(=C(C=C1)O)[N+](=O)[O-] (4-chloro-2-nitrophenol), [Cl-].[Mg+2].[Cl-] (Magnesium chloride). Yields the product ClC1=CC(=C(OC(C)C2=CC=NC=3N2N=CN3)C=C1)[N+](=O)[O-] (7-[1-(4chloro-2-nitrophenoxy)ethyl]-1,2,4-triazolo[1,5-a]pyrimidine). Yield: 57.7%. Product: COc1cc(C=C(CCCCl)C(=O)NC(C)c2c[nH]c3ccccc23)ccc1-n1cnc(C)c1. As a reaction SMILES: [CH2:1]([Cl:2])[CH2:3][Cl:4].[CH3:63][CH2:64][O:65][C:66](=[O:67])[CH3:68].[Cl:22][CH2:23][CH2:24][CH2:25][C:26]([C:27](=[O:28])[OH:29])=[CH:30][c:31]1[cH:32][c:33]([O:43][CH3:44])[c:34](-[n:37]2[cH:38][n:39][c:40]([CH3:42])[cH:41]2)[cH:35][cH:36]1.[F:15][C:16]([F:17])([F:18])[C:19]([OH:20])=[O:21].[O:57]=[CH:58][N:59]([CH3:60])[CH3:61].[OH2:62].[OH:5][n:6]1[c:7]2[c:8]([cH:9][cH:10][cH:11][cH:12]2)[n:13][n:14]1.[nH:45]1[cH:46][c:47]([CH:54]([CH3:55])[NH2:56])[c:48]2[cH:49][cH:50][cH:51][cH:52][c:53]12>>[Cl:22][CH2:23][CH2:24][CH2:25][C:26]([C:27](=[O:29])[NH:56][CH:54]([c:47]1[cH:46][nH:45][c:53]2[c:48]1[cH:49][cH:50][cH:51][cH:52]2)[CH3:55])=[CH:30][c:31]1[cH:32][c:33]([O:43][CH3:44])[c:34](-[n:37]2[cH:38][n:39][c:40]([CH3:42])[cH:41]2)[cH:35][cH:36]1. Starting materials: ClCCCl, CCOC(C)=O, COc1cc(C=C(CCCCl)C(=O)O)ccc1-n1cnc(C)c1, O=C(O)C(F)(F)F, CN(C)C=O, O, On1nnc2ccccc21, CC(N)c1c[nH]c2ccccc12. The yield is 46.4%. Run in CCOCC (ether), CCOCC (ether). Reaction SMILES: [F:1][C:2]([F:14])([F:13])[O:3][C:4]1[CH:9]=[CH:8][C:7]([CH2:10][CH2:11]Br)=[CH:6][CH:5]=1.[F:15][CH2:16][CH2:17][CH:18]1[CH2:23][CH2:22][CH:21]([CH:24]2[CH2:29][CH2:28][C:27](=O)[CH2:26][CH2:25]2)[CH2:20][CH2:19]1.Cl>CCOCC>[F:15][CH2:16][CH2:17][CH:18]1[CH2:19][CH2:20][CH:21]([CH:24]2[CH2:29][CH2:28][C:27]([CH2:11][CH2:10][C:7]3[CH:8]=[CH:9][C:4]([O:3][C:2]([F:14])([F:13])[F:1])=[CH:5][CH:6]=3)=[CH:26][CH2:25]2)[CH2:22][CH2:23]1. Product: FCCC1CCC(CC1)C1CC=C(CC1)CCC1=CC=C(C=C1)OC(F)(F)F (4-(4-(2-fluoroethyl)cyclohexyl)-1-(2-(4-trifluoromethoxyphenyl)ethyl)-1-cyclohexene). Conditions: temperature 0 celsius, time 3 hour. The reactants are FCCC1CCC(CC1)C1CCC(CC1)=O (4-(4-(2-fluoroethyl)cyclohexyl)cyclohexanone), Cl (HCl), Grignard reagent, FC(OC1=CC=C(C=C1)CCBr)(F)F (2-(4-trifluoromethoxyphenyl)bromoethane), Mg. Procedure details: A Grignard reagent prepared from the above 2-(4-trifluoromethoxyphenyl)bromoethane (7.0 g, 30.3 mmol) and dried Mg (0.74 g, 30.4 mmol) in an ether solvent (40 ml) was cooled down to 0° C., followed by dropwise adding thereto a 30 ml ether solution of 4-(4-(2-fluoroethyl)cyclohexyl)cyclohexanone (2.2 g, 9.7 mmol) prepared at the third step, stirring the mixture at 0° C. for 3 hours, adding 6N HCl to the reaction solution, extracting the resulting product with toluene, washing the extraction solut...